This data is from the Open Reaction Database (ORD), a public repository of structured organic reaction records. The task is: describe an organic reaction: reactants, conditions, products, and yield Starting materials: CCOC(C)=O, CC#N, O=C(Cl)c1ccc(CCl)cc1, NCCCN1CCOCC1. Yields the product O=C(NCCCN1CCOCC1)c1ccc(CCl)cc1. Reaction SMILES: [CH3:22][CH2:23][O:24][C:25]([CH3:26])=[O:27].[CH3:28][C:29]#[N:30].[Cl:1][CH2:2][c:3]1[cH:4][cH:5][c:6]([C:7](=[O:8])[Cl:9])[cH:10][cH:11]1.[O:12]1[CH2:13][CH2:14][N:15]([CH2:18][CH2:19][CH2:20][NH2:21])[CH2:16][CH2:17]1>>[Cl:1][CH2:2][c:3]1[cH:4][cH:5][c:6]([C:7](=[O:8])[NH:21][CH2:20][CH2:19][CH2:18][N:15]2[CH2:14][CH2:13][O:12][CH2:17][CH2:16]2)[cH:10][cH:11]1. Reactants: CCOC(=O)Cc1cnc(C(C)(C)C)nc1Cl, Cc1ccccc1, [Cl-], [NH4+], [Na+], [OH-], [Zn]. Product: CCOC(=O)Cc1cnc(C(C)(C)C)nc1. As a reaction SMILES: [CH3:1][C:2]([CH3:3])([CH3:4])[c:5]1[n:6][cH:7][c:8]([CH2:12][C:13](=[O:14])[O:15][CH2:16][CH3:17])[c:9]([Cl:11])[n:10]1.[CH3:23][c:24]1[cH:25][cH:26][cH:27][cH:28][cH:29]1.[Cl-:21].[NH4+:18].[Na+:20].[OH-:19].[Zn:22]>>[CH3:1][C:2]([CH3:3])([CH3:4])[c:5]1[n:6][cH:7][c:8]([CH2:12][C:13](=[O:14])[O:15][CH2:16][CH3:17])[cH:9][n:10]1. Starting materials: C1CO1, CO, COc1cc2c(c(Sc3ccccc3)c1OC)CCNCC2. Product: COc1cc2c(c(Sc3ccccc3)c1OC)CCN(CCO)CC2. RXN SMILES: [CH2:1]1[CH2:2][O:3]1.[CH3:26][OH:27].[CH3:4][O:5][c:6]1[c:7]([S:19][c:20]2[cH:21][cH:22][cH:23][cH:24][cH:25]2)[c:8]2[c:9]([cH:15][c:16]1[O:17][CH3:18])[CH2:10][CH2:11][NH:12][CH2:13][CH2:14]2>>[CH2:1]([CH2:2][OH:3])[N:12]1[CH2:11][CH2:10][c:9]2[c:8]([c:7]([S:19][c:20]3[cH:21][cH:22][cH:23][cH:24][cH:25]3)[c:6]([O:5][CH3:4])[c:16]([O:17][CH3:18])[cH:15]2)[CH2:14][CH2:13]1. The reactants are ICI (di-iodomethane), [OH-].[K+] (potassium hydroxide), CS(=O)C (dimethylsulphoxide), ICI (di-iodomethane), OC1=CC2=C(SC(=C2)C#N)C=C1O (5,6 -dihydroxy-benzo[b]thiophene-2-carbonitrile), crude product. Solvent: ClCCl (dichloromethane), O (water). Run at time 5 minute. Product: O1COC2=C1C=C1C(=C2)SC(=C1)C#N (Thieno[2,3-f]-1,3-benzodioxole-6-carbonitrile). Reaction SMILES: [OH-].[K+].[CH3:3]S(C)=O.[OH:7][C:8]1[C:18]([OH:19])=[CH:17][C:11]2[S:12][C:13]([C:15]#[N:16])=[CH:14][C:10]=2[CH:9]=1.ICI>ClCCl.O>[O:7]1[C:8]2[CH:9]=[C:10]3[CH:14]=[C:13]([C:15]#[N:16])[S:12][C:11]3=[CH:17][C:18]=2[O:19][CH2:3]1 |f:0.1|. Procedure: A mixture of powdered potassium hydroxide (12.36 g) and dimethylsulphoxide (100 ml) was stirred at room temperature for 5 min. then treated with 5,6 -dihydroxy-benzo[b]thiophene-2-carbonitrile (5.26 g). After 1 minute di-iodomethane (4.4 ml) was added and the suspension was stirred at room temperature for 75 minutes, then more di-iodomethane (2.2 ml) was added. After a further 30 minutes the reaction was poured into water (500 ml) and extracted with ethyl acetate (2×100 ml). The organic extracts... Reactants: N1CCC(CC1)CCCCC(=O)OC (Methyl 5-(4-piperidyl)pentanoate), [OH-].[Na+] (NaOH), CO (CH3OH). The solvent is OS(=O)(=O)[O-].[K+] (KHSO4), C(C)(=O)OCC (ethyl acetate). Yields the product C(=O)(OC(C)(C)C)N1CCC(CC1)CCCCC(=O)O (N-BOC-5-(4-piperidyl)pentanoic acid). As a reaction SMILES: [NH:1]1[CH2:6][CH2:5][CH:4]([CH2:7][CH2:8][CH2:9][CH2:10][C:11]([O:13]C)=[O:12])[CH2:3][CH2:2]1.[OH-:15].[Na+].[CH3:17][OH:18]>OS([O-])(=O)=O.[K+].C(OCC)(=O)C>[C:17]([N:1]1[CH2:2][CH2:3][CH:4]([CH2:7][CH2:8][CH2:9][CH2:10][C:11]([OH:13])=[O:12])[CH2:5][CH2:6]1)([O:18][C:4]([CH3:7])([CH3:5])[CH3:3])=[O:15] |f:1.2,4.5|. Procedure: A mixture of ester 15 (200 mg, 0.7 mmol), in NaOH (1.0 mL, 1.0 mmol), and CH3OH (4.0 mL) was stirred at ambient temperature for 20 hours. The reaction mixture was then diluted sequentially with 5% KHSO4 and ethyl acetate. The ethyl acetate portion was washed with brine, dried (MgSO4), and concentrated to give the carboxylic acid 16 (190 mg) as a colorless oil. The reactants are CC1N(C=2C=CC=C3C2N(C1=O)C1C3CN(CC1)C(=O)OCC)C(=O)OCC (diethyl 2-methyl-1-oxo-6b,9,10,10a-tetrahydro-1H-pyrido[3′,4′:4,5]pyrrolo[1,2,3-de]quinoxaline-3,8(2H,7H)-dicarboxylate), Cl (HCl). Solvent: C1CCOC1 (THF), O (water). Conditions: time 0.5 hour. Product: CC1N(C=2C=CC=C3C2N(C1)C1C3CN(CC1)C(=O)OCC)C(=O)OCC (diethyl 2-methyl-6b,9,10,10a-tetrahydro-1H-pyrido[3′,4′:4,5]pyrrolo[1,2,3-de]quinoxaline-3,8(2H,7H)-dicarboxylate). The yield is 69.6%. RXN SMILES: [CH3:1][CH:2]1[C:11](=O)[N:10]2[CH:13]3[CH2:18][CH2:17][N:16]([C:19]([O:21][CH2:22][CH3:23])=[O:20])[CH2:15][CH:14]3[C:8]3[C:9]2=[C:4]([CH:5]=[CH:6][CH:7]=3)[N:3]1[C:24]([O:26][CH2:27][CH3:28])=[O:25].Cl>C1COCC1.O>[CH3:1][CH:2]1[CH2:11][N:10]2[CH:13]3[CH2:18][CH2:17][N:16]([C:19]([O:21][CH2:22][CH3:23])=[O:20])[CH2:15][CH:14]3[C:8]3[C:9]2=[C:4]([CH:5]=[CH:6][CH:7]=3)[N:3]1[C:24]([O:26][CH2:27][CH3:28])=[O:25]. Procedure details: To a solution of diethyl 2-methyl-1-oxo-6b,9,10,10a-tetrahydro-1H-pyrido[3′,4′:4,5]pyrrolo[1,2,3-de]quinoxaline-3,8(2H,7H)-dicarboxylate (300 mg, 0.77 mmol) in THF (10 mL) at rt was added BH3THF complex (3.8 mL, 3.8 mmol) and refluxed for 5 hours. At rt 6N HCl (10 mL) was added and stirred for 0.5 hour before the solution was diluted with water (20 mL), and extracted with EtOAc (2×20 mL). The combined extracts were dried over magnesium sulfate, concentrated, and purified by flash chromatography ... The reactants are CCOC(=O)C(CCC=CCCc1ccc2c(c1)OCO2)C(C)=O, CO, [K+], [OH-]. Product: CC(=O)CCCC=CCCc1ccc2c(c1)OCO2. Reaction SMILES: [C:1]([CH3:2])(=[O:3])[CH:4]([C:5]([O:6][CH2:7][CH3:8])=[O:9])[CH2:10][CH2:11][CH:12]=[CH:13][CH2:14][CH2:15][c:16]1[cH:17][c:18]2[c:19]([cH:20][cH:21]1)[O:22][CH2:23][O:24]2.[CH3:27][OH:28].[K+:26].[OH-:25]>>[C:1]([CH3:2])(=[O:3])[CH2:4][CH2:10][CH2:11][CH:12]=[CH:13][CH2:14][CH2:15][c:16]1[cH:17][c:18]2[c:19]([cH:20][cH:21]1)[O:22][CH2:23][O:24]2. The reactants are C(C)(=O)C=1NC=CC1 (2-acetylpyrrole), C(C)(C)(C)OC(N(C)C)N(C)C (tert-butoxy bis(dimethylamino)methane). Run in CCCCCC (hexane). Reaction conditions: time 6 hour. Product: CN(/C=C/C(=O)C=1NC=CC1)C (3-(Dimethylamino)-1-(1H-pyrrol-2-yl)-(E)-2-propen-1-one). Yield: 42.1%. As a reaction SMILES: [C:1]([C:4]1[NH:5][CH:6]=[CH:7][CH:8]=1)(=[O:3])[CH3:2].C(O[CH:14](N(C)C)[N:15]([CH3:17])[CH3:16])(C)(C)C>CCCCCC>[CH3:14][N:15]([CH3:17])/[CH:16]=[CH:2]/[C:1]([C:4]1[NH:5][CH:6]=[CH:7][CH:8]=1)=[O:3]. Procedure: A mixture of 39.6 g of 2-acetylpyrrole and 104 ml (87.7 g) of tert-butoxy bis(dimethylamino)methane was heated on a steam bath for 20 minutes. The reaction was allowed to subside, then heating was continued for 6 hours. The mixture solidified then was slurried in hexane with chilling. The crude product was collected, washed with hexane and dried. The solid was dissolved in chloroform containing 5% methanol and filtered through magnesium silicate. The eluent was evaporated in vacuo and the residu... Reactants: FC=1C=C2NC(C3N(C2=CC1)CCNC3)=O (8-fluoro-2,3,4,4a-tetrahydro-1H-pyrazino[1,2-a]quinoxalin-5(6H)-one), Cl (hydrogen chloride), [I-].[K+] (potassium iodide), N1=CC=C(C=C1)CCCCCl (4-(4-pyridyl)-1-chlorobutane), C([O-])([O-])=O.[K+].[K+] (potassium carbonate). The solvent is C(C)N(CC)CC (triethylamine), CC(=O)C (acetone), C(C)O (ethanol). Product: FC=1C=C2NC(C3N(C2=CC1)CCN(C3)CCCCC3=CC=NC=C3)=O (8-Fluoro-2,3,4,4a-Tetrahydro-3-[4-(4-Pyridinyl)Butyl]-1H-Pyrazino[1,2-a]Quinoxalin-5(6H)-One). RXN SMILES: [F:1][C:2]1[CH:3]=[C:4]2[C:9](=[CH:10][CH:11]=1)[N:8]1[CH2:12][CH2:13][NH:14][CH2:15][CH:7]1[C:6](=[O:16])[NH:5]2.[N:17]1[CH:22]=[CH:21][C:20]([CH2:23][CH2:24][CH2:25][CH2:26]Cl)=[CH:19][CH:18]=1.C(=O)([O-])[O-].[K+].[K+].[I-].[K+].Cl>C(O)C.CC(C)=O.C(N(CC)CC)C>[F:1][C:2]1[CH:3]=[C:4]2[C:9](=[CH:10][CH:11]=1)[N:8]1[CH2:12][CH2:13][N:14]([CH2:26][CH2:25][CH2:24][CH2:23][C:20]3[CH:21]=[CH:22][N:17]=[CH:18][CH:19]=3)[CH2:15][CH:7]1[C:6](=[O:16])[NH:5]2 |f:2.3.4,5.6|. Procedure: A solution of 4.2 g. (0.02 mole) of 8-fluoro-2,3,4,4a-tetrahydro-1H-pyrazino[1,2-a]quinoxalin-5(6H)-one, 7 g. (0.04 mole) of 4-(4-pyridyl)-1-chlorobutane, 8 g. of potassium carbonate, 5 g. of potassium iodide, and 0.5 ml. of triethylamine was stirred and refluxed in 200 ml. of acetone for 72 hours, cooled and filtered. The solvent was removed and the residue was dissolved in methylene chloride. This solution was washed with water and brine, dried over magnesium sulfate and filtered. The solvent ... The reactants are [N+](=O)([O-])C=1C(=C(C=C(C=O)C1)OC)O (5-nitrovanillin), O (Water), [H-].[Na+] (sodium hydride), CI (methyl iodide). The solvent is CN(C)C=O (DMF), CN(C)C=O (DMF). Conditions: temperature 0 celsius, time 30 minute. Yields the product COC=1C=C(C=O)C=C(C1OC)[N+](=O)[O-] (3,4-Dimethoxy-5-nitrobenzaldehyde). As a reaction SMILES: [H-].[Na+].[N+:3]([C:6]1[C:7]([OH:16])=[C:8]([O:14][CH3:15])[CH:9]=[C:10]([CH:13]=1)[CH:11]=[O:12])([O-:5])=[O:4].[CH3:17]I.O>CN(C=O)C>[CH3:15][O:14][C:8]1[CH:9]=[C:10]([CH:13]=[C:6]([N+:3]([O-:5])=[O:4])[C:7]=1[O:16][CH3:17])[CH:11]=[O:12] |f:0.1|. Reported procedure: A suspension of sodium hydride (4.87 g, 121.7 mmole) in 18 mL dry DMF was cooled to 0° C. and then 5-nitrovanillin (20 g, 101.4 mmole) in 30 mL of DMF was added dropwise. After 30 minutes, methyl iodide (43.18 g, 304.2 mmole) was added dropwise at 0° C. When the addition was completed, the mixture was warmed to room temperature and stirred overnight. Water was added and the solution extracted with ethyl ether, the organic layer was washed with 10% NaOH solution, dried over MgSO4, filtered and ev...